From a dataset of the Open Reaction Database (ORD), a public repository of structured organic reaction records. describe an organic reaction: reactants, conditions, products, and yield Starting materials: C(C=C)OC1=C(OCC2CO2)C=CC=C1 (1-(o-allyloxy-phenoxy)-2,3-epoxy-propane), N1CCC(CC1)N1C(NCCC1)=O (1-(4-piperidyl)-2-oxo-hexahydropyrimidine). Run in C(C)O (ethanol). Yields the product C(C=C)OC1=C(OCC(CN2CCC(CC2)N2C(NCCC2)=O)O)C=CC=C1 (1-[3-(o-allyloxy-phenoxy)-2-hydroxypropyl]-4-(2-oxo-hexahydro-1-pyrimidinyl)-piperidine). As a reaction SMILES: [CH2:1]([O:4][C:5]1[CH:15]=[CH:14][CH:13]=[CH:12][C:6]=1[O:7][CH2:8][CH:9]1[O:11][CH2:10]1)[CH:2]=[CH2:3].[NH:16]1[CH2:21][CH2:20][CH:19]([N:22]2[CH2:27][CH2:26][CH2:25][NH:24][C:23]2=[O:28])[CH2:18][CH2:17]1>C(O)C>[CH2:1]([O:4][C:5]1[CH:15]=[CH:14][CH:13]=[CH:12][C:6]=1[O:7][CH2:8][CH:9]([OH:11])[CH2:10][N:16]1[CH2:21][CH2:20][CH:19]([N:22]2[CH2:27][CH2:26][CH2:25][NH:24][C:23]2=[O:28])[CH2:18][CH2:17]1)[CH:2]=[CH2:3]. Procedure: A solution of 10.3 g of 1-(o-allyloxy-phenoxy)-2,3-epoxy-propane and 9.15 g of 1-(4-piperidyl)-2-oxo-hexahydropyrimidine in 7 ml abs. ethanol is heated for 5 hours to 95° C and then evaporated in vacuo. The residue is recrystallised from isopropanol to yield the 1-[3-(o-allyloxy-phenoxy)-2-hydroxypropyl]-4-(2-oxo-hexahydro-1-pyrimidinyl)-piperidine, which melts at 122°-125° C. The reactants are BrC1=C(C(=CC=C1)Cl)N1N=CC=2C1=NC=NC2O[C@H](C(=O)NC2=NC=C(N=C2)C)CO[C@@H](CO[Si](C(C)C)(C(C)C)C(C)C)C ((2S)-2-(1-(2-bromo-6-chlorophenyl)-1H-pyrazolo[3,4-d]pyrimidin-4-yloxy)-N-(5-methylpyrazin-2-yl)-3-((R)-1-(triisopropylsilyloxy)propan-2-yloxy)propanamide), C([O-])(O)=O.[Na+] (sodium bicarbonate), CC(C#N)(O)C (acetone cyanohydrin), C(C)(=O)[O-].[Na+] (sodium acetate). Reagents/catalysts: C=1C=CC(=CC1)/C=C/C(=O)/C=C/C2=CC=CC=C2.C=1C=CC(=CC1)/C=C/C(=O)/C=C/C2=CC=CC=C2.C=1C=CC(=CC1)/C=C/C(=O)/C=C/C2=CC=CC=C2.[Pd].[Pd] (tris(dibenzylideneacetone)dipalladium(0)), C1(=CC=CC=C1)P([C-]1C=CC=C1)C1=CC=CC=C1.[C-]1(C=CC=C1)P(C1=CC=CC=C1)C1=CC=CC=C1.[Fe+2] (1,1′-bis(diphenylphosphino)ferrocene). Run in CN(C)C=O (DMF), O (water), C(C)(C)(C)OC (methyl tert-butyl ether), CN(C)C=O (DMF), CN(C)C=O (DMF), C(C)(C)N(CC)C(C)C (diisopropylethylamine). Conditions: temperature 5 celsius, time 10 minute. The product is ClC1=C(C(=CC=C1)C#N)N1N=CC=2C(=NC=NC21)O[C@H](C(=O)NC2=NC=C(N=C2)C)CO[C@@H](CO[Si](C(C)C)(C(C)C)C(C)C)C ((2S)-2-[1-(2-chloro-6-cyanophenyl)pyrazolo[4,5-e]pyrimidin-4-yl]oxy-N-(5-methylpyrazin-2-yl)-3-[(2R)-1-tri(propan-2-yl)silyloxypropan-2-yl]oxypropanamide). The yield is 74.0%. Reaction SMILES: Br[C:2]1[CH:7]=[CH:6][CH:5]=[C:4]([Cl:8])[C:3]=1[N:9]1[C:13]2=[N:14][CH:15]=[N:16][C:17]([O:18][C@@H:19]([CH2:30][O:31][C@H:32]([CH3:45])[CH2:33][O:34][Si:35]([CH:42]([CH3:44])[CH3:43])([CH:39]([CH3:41])[CH3:40])[CH:36]([CH3:38])[CH3:37])[C:20]([NH:22][C:23]3[CH:28]=[N:27][C:26]([CH3:29])=[CH:25][N:24]=3)=[O:21])=[C:12]2[CH:11]=[N:10]1.C([O-])(=O)C.[Na+].CC(C)(O)[C:53]#[N:54].C(=O)(O)[O-].[Na+]>CN(C=O)C.C(N(C(C)C)CC)(C)C.C(OC)(C)(C)C.O.C1C=CC(/C=C/C(/C=C/C2C=CC=CC=2)=O)=CC=1.C1C=CC(/C=C/C(/C=C/C2C=CC=CC=2)=O)=CC=1.C1C=CC(/C=C/C(/C=C/C2C=CC=CC=2)=O)=CC=1.[Pd].[Pd].C1(P(C2C=CC=CC=2)[C-]2C=CC=C2)C=CC=CC=1.[C-]1(P(C2C=CC=CC=2)C2C=CC=CC=2)C=CC=C1.[Fe+2]>[Cl:8][C:4]1[CH:5]=[CH:6][CH:7]=[C:2]([C:53]#[N:54])[C:3]=1[N:9]1[C:13]2[N:14]=[CH:15][N:16]=[C:17]([O:18][C@@H:19]([CH2:30][O:31][C@H:32]([CH3:45])[CH2:33][O:34][Si:35]([CH:42]([CH3:44])[CH3:43])([CH:39]([CH3:41])[CH3:40])[CH:36]([CH3:38])[CH3:37])[C:20]([NH:22][C:23]3[CH:28]=[N:27][C:26]([CH3:29])=[CH:25][N:24]=3)=[O:21])[C:12]=2[CH:11]=[N:10]1 |f:1.2,4.5,10.11.12.13.14,15.16.17|. Reported procedure: A solution of (2S)-2-(1-(2-bromo-6-chlorophenyl)-1H-pyrazolo[3,4-d]pyrimidin-4-yloxy)-N-(5-methylpyrazin-2-yl)-3-((R)-1-(triisopropylsilyloxy)propan-2-yloxy)propanamide (Intermediate BO1) (1 equiv) in inerted* DMF (5 rel vols) and diisopropylethylamine (DIPEA) (1.25 equivs) was kept in an inert atmosphere and was added with stirring to an inerted* mixture of tris(dibenzylideneacetone)dipalladium(0) (0.025 equivs), sodium acetate (0.1 equiv) and 1,1′-bis(diphenylphosphino)ferrocene (0.075 equivs)...